Task: describe an organic reaction: reactants, conditions, products, and yield. Dataset: the Open Reaction Database (ORD), a public repository of structured organic reaction records Reactants: [Br-], CC[Mg+], CON(C)C(=O)c1cnc(-c2ccccc2)s1, C1CCOC1. Product: CCC(=O)c1cnc(-c2ccccc2)s1. Reaction SMILES: [Br-:18].[CH2:19]([CH3:20])[Mg+:21].[CH3:1][O:2][N:3]([C:4](=[O:5])[c:6]1[cH:7][n:8][c:9](-[c:11]2[cH:12][cH:13][cH:14][cH:15][cH:16]2)[s:10]1)[CH3:17].[O:22]1[CH2:23][CH2:24][CH2:25][CH2:26]1>>[C:4](=[O:5])([c:6]1[cH:7][n:8][c:9](-[c:11]2[cH:12][cH:13][cH:14][cH:15][cH:16]2)[s:10]1)[CH2:19][CH3:20]. Product: O=C1CCCCCCCC=CCCCCCCC1. RXN SMILES: [CH2:33]1[O:34][CH2:35][CH2:36][CH2:37]1.[CH3:1][O:2][C:3](=[O:4])[CH:5]1[C:6](=[O:22])[CH2:7][CH2:8][CH2:9][CH2:10][CH2:11][CH2:12][CH2:13][CH:14]=[CH:15][CH2:16][CH2:17][CH2:18][CH2:19][CH2:20][CH2:21]1.[CH3:30][CH2:31][OH:32].[Na+:29].[OH-:28].[S:23](=[O:24])(=[O:25])([OH:26])[OH:27]>>[CH2:5]1[C:6](=[O:22])[CH2:7][CH2:8][CH2:9][CH2:10][CH2:11][CH2:12][CH2:13][CH:14]=[CH:15][CH2:16][CH2:17][CH2:18][CH2:19][CH2:20][CH2:21]1. The reactants are C1CCOC1, COC(=O)C1CCCCCCC=CCCCCCCCC1=O, CCO, [Na+], [OH-], O=S(=O)(O)O. Reactants: COS(=O)(=O)OC, CO, O=C1CCCN1Cc1ccc(F)cc1, C[N+](=O)[O-], [Na], O. Yields the product O=[N+]([O-])C=C1CCCN1Cc1ccc(F)cc1. Reaction SMILES: [CH3:1][O:2][S:3]([O:4][CH3:5])(=[O:6])=[O:7].[CH3:28][OH:29].[F:8][c:9]1[cH:10][cH:11][c:12]([CH2:13][N:14]2[C:15](=[O:19])[CH2:16][CH2:17][CH2:18]2)[cH:20][cH:21]1.[N+:23](=[O:24])([O-:25])[CH3:26].[Na:22].[OH2:27]>>[F:8][c:9]1[cH:10][cH:11][c:12]([CH2:13][N:14]2[C:15](=[CH:26][N+:23](=[O:24])[O-:25])[CH2:16][CH2:17][CH2:18]2)[cH:20][cH:21]1. Reactants: ClC1=CC=C(C=C1)SCC(CN1C=NC=C1)OCC1=C(C=C(C=C1)Cl)Cl (3-(4-chlorophenylthio)-2-(2,4-dichlorobenzyloxy)-1-(1-imidazolyl)propane), ClC=1C=C(C(=O)OO)C=CC1 (meta-chloroperoxybenzoic acid). Solvent: C(Cl)Cl (methylene chloride), C(Cl)Cl (methylene chloride). Reaction conditions: temperature 0 celsius. Yields the product ClC1=CC=C(C=C1)S(=O)CC(CN1C=NC=C1)OCC1=C(C=C(C=C1)Cl)Cl (3-(4-Chlorophenylsulfinyl)-2-(2,4-dichlorobenzyloxy)-1-(1-imidazolyl)propane). Isolated yield 96.1%. RXN SMILES: [Cl:1][C:2]1[CH:7]=[CH:6][C:5]([S:8][CH2:9][CH:10]([O:17][CH2:18][C:19]2[CH:24]=[CH:23][C:22]([Cl:25])=[CH:21][C:20]=2[Cl:26])[CH2:11][N:12]2[CH:16]=[CH:15][N:14]=[CH:13]2)=[CH:4][CH:3]=1.ClC1C=C(C=CC=1)C(OO)=[O:32]>C(Cl)Cl>[Cl:1][C:2]1[CH:7]=[CH:6][C:5]([S:8]([CH2:9][CH:10]([O:17][CH2:18][C:19]2[CH:24]=[CH:23][C:22]([Cl:25])=[CH:21][C:20]=2[Cl:26])[CH2:11][N:12]2[CH:16]=[CH:15][N:14]=[CH:13]2)=[O:32])=[CH:4][CH:3]=1. Procedure details: To 6.1 g (0.0143 mole) 3-(4-chlorophenylthio)-2-(2,4-dichlorobenzyloxy)-1-(1-imidazolyl)propane in methylene chloride (25 ml) at 0° C., 2.8 g (0.0143 mole) 85% meta-chloroperoxybenzoic acid in methylene chloride (50 ml) were added dropwise over about 30 minutes. The reaction mixture was maintained at about 0° C. during the addition and for about 11/2 to 2 hours after the addition. The reaction mixture was washed with a sodium bicarbonate solution (5%), with a bisulfite solution, dried, filtered,... Reactants: BrCCCCC1=CC=CC=C1 (1-bromo-4-phenylbutane), C(CC1=CC(OC)=C(O)C=C1)O (homovanillyl alcohol), O([Na])C (NaOCH3). Solvent: C1CCOC1 (THF), CO (methanol), CO (methanol). Yields the product COC=1C=C(C=CC1OCCCCC1=CC=CC=C1)CCO (2-[3-Methoxy-4-(4-phenyl-butoxy)-phenyl]-ethanol). As a reaction SMILES: [CH2:1]([OH:12])[CH2:2][C:3]1[CH:11]=[CH:10][C:8]([OH:9])=[C:5]([O:6][CH3:7])[CH:4]=1.O(C)[Na].Br[CH2:17][CH2:18][CH2:19][CH2:20][C:21]1[CH:26]=[CH:25][CH:24]=[CH:23][CH:22]=1>CO.C1COCC1>[CH3:7][O:6][C:5]1[CH:4]=[C:3]([CH2:2][CH2:1][OH:12])[CH:11]=[CH:10][C:8]=1[O:9][CH2:17][CH2:18][CH2:19][CH2:20][C:21]1[CH:26]=[CH:25][CH:24]=[CH:23][CH:22]=1. Procedure details: To a solution of homovanillyl alcohol (10 g, 59.3 mmol) in dry methanol (140 ml), there is added 12 ml of 1N NaOCH3 in methanol. After addition of a solution of 1-bromo-4-phenylbutane (12.6 g, 59.3 mmol) in THF (10 ml) the reaction mixture is kept at reflux for 3 hours. After cooling the reaction is quenched with saturated aqueous NaHCO3 and extracted with ethyl acetate (2 times, 500 ml each). The organic layer is dried over MgSO4 and the solvent is removed by evaporation. The crude residue is t... Starting materials: C1CCOC1, CNS(=O)(=O)c1ccc(OCC(F)(F)F)c(C(=O)OC)c1, [Na+], [OH-]. Product: CNS(=O)(=O)c1ccc(OCC(F)(F)F)c(C(=O)O)c1. RXN SMILES: [CH2:24]1[O:25][CH2:26][CH2:27][CH2:28]1.[CH3:1][O:2][C:3]([c:4]1[c:5]([O:15][CH2:16][C:17]([F:18])([F:19])[F:20])[cH:6][cH:7][c:8]([S:10]([NH:11][CH3:12])(=[O:13])=[O:14])[cH:9]1)=[O:21].[Na+:23].[OH-:22]>>[O:2]=[C:3]([c:4]1[c:5]([O:15][CH2:16][C:17]([F:18])([F:19])[F:20])[cH:6][cH:7][c:8]([S:10]([NH:11][CH3:12])(=[O:13])=[O:14])[cH:9]1)[OH:21]. Starting materials: C=CCOC(=O)C(C)Nc1c(C)cccc1C, Cc1ccccc1, O=C(Cl)CCl, [Na+], [Na+], O=C([O-])[O-]. Product: C=CCOC(=O)C(C)N(C(=O)CCl)c1c(C)cccc1C. Reaction SMILES: [CH2:6]([CH:7]=[CH2:8])[O:9][C:10]([CH:11]([NH:12][c:13]1[c:14]([CH3:20])[cH:15][cH:16][cH:17][c:18]1[CH3:19])[CH3:21])=[O:22].[CH3:29][c:30]1[cH:31][cH:32][cH:33][cH:34][cH:35]1.[Cl:1][CH2:2][C:3](=[O:4])[Cl:5].[Na+:23].[Na+:24].[O-:25][C:26](=[O:27])[O-:28]>>[Cl:1][CH2:2][C:3](=[O:4])[N:12]([CH:11]([C:10]([O:9][CH2:6][CH:7]=[CH2:8])=[O:22])[CH3:21])[c:13]1[c:14]([CH3:20])[cH:15][cH:16][cH:17][c:18]1[CH3:19]. Starting materials: polyphosphoric acid, C(C)O (ethanol), FC1=C(C(=O)O)C=CC=C1 (2-fluorobenzoic acid), NC1=CC=CC=C1 (aniline). Solvent: O (water). Conditions: time 1 hour. The product is NC1=CC=C(C(=O)C2=C(C=CC=C2)F)C=C1 (4-Amino-2'-fluorobenzophenone). Isolated yield 253.2%. As a reaction SMILES: [F:1][C:2]1[CH:10]=[CH:9][CH:8]=[CH:7][C:3]=1[C:4]([OH:6])=O.[NH2:11][C:12]1[CH:17]=[CH:16][CH:15]=[CH:14][CH:13]=1.C(O)C>O>[NH2:11][C:12]1[CH:17]=[CH:16][C:15]([C:4]([C:3]2[CH:7]=[CH:8][CH:9]=[CH:10][C:2]=2[F:1])=[O:6])=[CH:14][CH:13]=1. Procedure: To stirred 90° C. polyphosphoric acid (200 g) was added 14.29 g (10.2 mmol) of 2-fluorobenzoic acid and aniline (9.32 g 10.0 mmol) and the bath temperature raised to 180°-190° C. and held there for 1 hour. A solution was obtained at about 140° C. The heating bath was removed and the stirred mixture (sublimate above the solution) was treated cautiously with 80 mL of water. The mixture was stirred at 140°-155° C. for 1 hour, the heating bath removed, 66 mL of 3N HCl added, the mixture poured into ... Reactants: CCO, CCN(C(C)C)C(C)C, Clc1nc(Cl)c2[nH]cnc2n1, NC1CCc2ccccc21. Yields the product Clc1nc(NC2CCc3ccccc32)c2nc[nH]c2n1. As a reaction SMILES: [CH3:31][CH2:32][OH:33].[CH:22]([N:23]([CH2:24][CH3:25])[CH:26]([CH3:27])[CH3:28])([CH3:29])[CH3:30].[Cl:11][c:12]1[n:13][c:14]([Cl:21])[c:15]2[nH:16][cH:17][n:18][c:19]2[n:20]1.[NH2:1][CH:2]1[CH2:3][CH2:4][c:5]2[cH:6][cH:7][cH:8][cH:9][c:10]21>>[NH:1]([CH:2]1[CH2:3][CH2:4][c:5]2[cH:6][cH:7][cH:8][cH:9][c:10]21)[c:14]1[n:13][c:12]([Cl:11])[n:20][c:19]2[c:15]1[n:16][cH:17][nH:18]2. Starting materials: ClC=1C(=NC(=C(C(=O)OC)C1)C1=CC(=CC=C1)F)C#N (Methyl 5-chloro-6-cyano-2-(3-fluorophenyl)nicotinate). Reagents/catalysts: [Pd] (palladium on carbon). The solvent is CO (methanol). Run at time 4 hour. The product is NCC1=NC(=C(C(=O)OC)C=C1Cl)C1=CC(=CC=C1)F (Methyl 6-(aminomethyl)-5-chloro-2-(3-fluorophenyl)nicotinate). As a reaction SMILES: [Cl:1][C:2]1[C:3]([C:19]#[N:20])=[N:4][C:5]([C:12]2[CH:17]=[CH:16][CH:15]=[C:14]([F:18])[CH:13]=2)=[C:6]([CH:11]=1)[C:7]([O:9][CH3:10])=[O:8]>CO.[Pd]>[NH2:20][CH2:19][C:3]1[C:2]([Cl:1])=[CH:11][C:6]([C:7]([O:9][CH3:10])=[O:8])=[C:5]([C:12]2[CH:17]=[CH:16][CH:15]=[C:14]([F:18])[CH:13]=2)[N:4]=1. Procedure details: Methyl 5-chloro-6-cyano-2-(3-fluorophenyl)nicotinate (1.3 g, 4.5 mmol) was stirred in methanol (60 mL), and 5% palladium on carbon (1.0 g) was added. The mixture was degassed three times and placed under a balloon pressure of hydrogen for 4 hours. A solution of 0.5 M sodium methoxide in methanol (45 mL) was added and the mixture was filtered through celite. The filtrates were evaporated and the residue was triturated with dichloromethane. The solids were filtered and washed with dichloromethane ...